From a dataset of the Open Reaction Database (ORD), a public repository of structured organic reaction records. describe an organic reaction: reactants, conditions, products, and yield The reactants are N[C@@H](C)C(=O)N1[C@@H](CC2CCCCC12)C(=O)O (1-[(S)-alanyl]octahydroindole-2(S)-carboxylic acid), O(C1=CC=CC=C1)CC(C(=O)O)=O (phenoxypyruvic acid), C(#N)[BH3-].[Na+] (sodium cyanoborohydride). Product: C(=O)(O)C(COC1=CC=CC=C1)N[C@@H](C)C(=O)N1[C@@H](CC2CCCCC12)C(=O)O (1-[N-(1-Carboxy-2-phenoxyethyl)-(S)-alanyl]octahydroindole-2(S)-carboxylic acid). As a reaction SMILES: [NH2:1][C@H:2]([C:4]([N:6]1[CH:14]2[CH:9]([CH2:10][CH2:11][CH2:12][CH2:13]2)[CH2:8][C@H:7]1[C:15]([OH:17])=[O:16])=[O:5])[CH3:3].[O:18]([CH2:25][C:26](=O)[C:27]([OH:29])=[O:28])[C:19]1[CH:24]=[CH:23][CH:22]=[CH:21][CH:20]=1.C([BH3-])#N.[Na+]>>[C:27]([CH:26]([NH:1][C@H:2]([C:4]([N:6]1[CH:14]2[CH:9]([CH2:10][CH2:11][CH2:12][CH2:13]2)[CH2:8][C@H:7]1[C:15]([OH:17])=[O:16])=[O:5])[CH3:3])[CH2:25][O:18][C:19]1[CH:24]=[CH:23][CH:22]=[CH:21][CH:20]=1)([OH:29])=[O:28] |f:2.3|. Procedure details: As described in Example 5, condense 1-[(S)-alanyl]octahydroindole-2(S)-carboxylic acid (prepared as described in Example 1) and phenoxypyruvic acid (preparable from ethyl phenoxyacetate and diethyl oxalate, followed by acid catalysed hydrolysis and decarboxylation) with sodium cyanoborohydride to obtain the title compound. Starting materials: Oc1cccnc1Br, O=C([O-])[O-], ClC(c1cccnc1)c1cccnc1, [Cs+], [Cs+], CN(C)C=O, O. Product: Brc1ncccc1OC(c1cccnc1)c1cccnc1. RXN SMILES: [Br:1][c:2]1[n:3][cH:4][cH:5][cH:6][c:7]1[OH:8].[C:23](=[O:24])([O-:25])[O-:26].[Cl:9][CH:10]([c:11]1[cH:12][n:13][cH:14][cH:15][cH:16]1)[c:17]1[cH:18][n:19][cH:20][cH:21][cH:22]1.[Cs+:27].[Cs+:28].[O:30]=[CH:31][N:32]([CH3:33])[CH3:34].[OH2:29]>>[Br:1][c:2]1[n:3][cH:4][cH:5][cH:6][c:7]1[O:8][CH:10]([c:11]1[cH:12][n:13][cH:14][cH:15][cH:16]1)[c:17]1[cH:18][n:19][cH:20][cH:21][cH:22]1. Reactants: B(Br)(Br)Br (BBr3), COC1=CC=C(C=C1)C1CCN(CC1)CCCCC1=CC=CC=C1 (4-(4-methoxyphenyl)-1-(4-phenylbutyl)piperidine). Solvent: C(Cl)Cl (CH2Cl2), C(Cl)Cl (CH2Cl2). Product: OC1=CC=C(C=C1)C1CCN(CC1)CCCCC1=CC=CC=C1 (4-(4-Hydroxyphenyl)-1-(4-phenylbutyl)piperidine). RXN SMILES: B(Br)(Br)Br.C[O:6][C:7]1[CH:12]=[CH:11][C:10]([CH:13]2[CH2:18][CH2:17][N:16]([CH2:19][CH2:20][CH2:21][CH2:22][C:23]3[CH:28]=[CH:27][CH:26]=[CH:25][CH:24]=3)[CH2:15][CH2:14]2)=[CH:9][CH:8]=1>C(Cl)Cl>[OH:6][C:7]1[CH:8]=[CH:9][C:10]([CH:13]2[CH2:14][CH2:15][N:16]([CH2:19][CH2:20][CH2:21][CH2:22][C:23]3[CH:24]=[CH:25][CH:26]=[CH:27][CH:28]=3)[CH2:17][CH2:18]2)=[CH:11][CH:12]=1. Procedure: The title compound was prepared from BBr3 in CH2Cl2 (1 M, 3.75 mL) and 4-(4-methoxyphenyl)-1-(4-phenylbutyl)piperidine (323 mg, 1.00 mmol) in dry CH2Cl2 (20 mL) as a colorless crystalline solid (85 mg, 26%): mp 210-211° C., 1H NMR (CD3OD) 1.66-2.12 (m, 8H), 2.66-2.87 (m, 3H), 3.00-3.20 (m, 4H), 3.54-3.66 (m, 2H), 6.75 (d, J=8.4 Hz, 2H), 7.08 (d, J=8.4 Hz, 2H), 7.14-7.32 (m, 5H).